This data is from the Open Reaction Database (ORD), a public repository of structured organic reaction records. The task is: describe an organic reaction: reactants, conditions, products, and yield Reactants: CC(C)C=1C=C2C(N3C(=NC2=CC1)C=CC(=C3)C(=O)OCC#N)=O (cyanomethyl 2-(1-methylethyl)-11-oxo-11H-pyrido[2,1-b]quinazoline-8-carboxylate), N1(C=NC=C1)C(CCC)N ((1H-imidazol-1-yl)butanamine), CN(C=O)C (dimethylformamide). The solvent is O (water). Yields the product N1(C=NC=C1)CCCCNC(=O)C=1C=CC2=NC3=CC=C(C=C3C(N2C1)=O)C(C)C (N-[4-(1H-imidazol-1-yl)butyl]-2-(1-methylethyl)-11-oxo-11H-pyrido[2,1-b]quinazoline-8-carboxamide). The yield is 85.0%. Reaction SMILES: [CH3:1][CH:2]([C:4]1[CH:5]=[C:6]2[C:11](=[CH:12][CH:13]=1)[N:10]=[C:9]1[CH:14]=[CH:15][C:16]([C:18](OCC#N)=[O:19])=[CH:17][N:8]1[C:7]2=[O:24])[CH3:3].[N:25]1([CH:30](N)[CH2:31][CH2:32][CH3:33])[CH:29]=[CH:28][N:27]=[CH:26]1.C[N:36](C)C=O>O>[N:25]1([CH2:30][CH2:31][CH2:32][CH2:33][NH:36][C:18]([C:16]2[CH:15]=[CH:14][C:9]3[N:8]([CH:17]=2)[C:7](=[O:24])[C:6]2[C:11](=[CH:12][CH:13]=[C:4]([CH:2]([CH3:3])[CH3:1])[CH:5]=2)[N:10]=3)=[O:19])[CH:29]=[CH:28][N:27]=[CH:26]1. Procedure details: A solution of 1.30 g of cyanomethyl 2-(1-methylethyl)-11-oxo-11H-pyrido[2,1-b]quinazoline-8-carboxylate and 1.20 g of (1H-imidazol-1-yl)butanamine in 15 ml of dimethylformamide was stirred at a bath temperature of 35° C. for 18 hours. The reaction mixture was diluted with water and the crude precipitate was recrystallized from acetonitrile to give 1.41 g (85%) of N-[4-(1H-imidazol-1-yl)butyl]-2-(1-methylethyl)-11-oxo-11H-pyrido[2,1-b]quinazoline-8-carboxamide, mp 165°-167° C. Reactants: O1CCN(CC1)C1=CC(C2=C(O1)C(=CS2)B(O)O)=O (5-morpholino-7-oxo-7H-thieno[3,2-b]pyran-3-ylboronic acid), C([O-])([O-])=O.[Cs+].[Cs+] (cesium carbonate), BrC=1C(=C(SC1)C(=O)OC)O (methyl 4-bromo-3-hydroxythiophene-2-carboxylate). The reagents and catalysts are C=1C=CC(=CC1)[P](C=2C=CC=CC2)(C=3C=CC=CC3)[Pd]([P](C=4C=CC=CC4)(C=5C=CC=CC5)C=6C=CC=CC6)([P](C=7C=CC=CC7)(C=8C=CC=CC8)C=9C=CC=CC9)[P](C=1C=CC=CC1)(C=1C=CC=CC1)C=1C=CC=CC1 (tetrakis(triphenylphosphine)palladium(0)). The solvent is C(OC)COC (dimethoxyethane). Reaction conditions: temperature 140 celsius. Yields the product OC1=C(SC=C1C1=CSC2=C1OC(=CC2=O)N2CCOCC2)C(=O)OC (methyl 3-hydroxy-4-(5-morpholino-7-oxo-7H-thieno[3,2-b]pyran-3-yl)thiophene-2-carboxylate). As a reaction SMILES: [O:1]1[CH2:6][CH2:5][N:4]([C:7]2[O:12][C:11]3[C:13](B(O)O)=[CH:14][S:15][C:10]=3[C:9](=[O:19])[CH:8]=2)[CH2:3][CH2:2]1.C(=O)([O-])[O-].[Cs+].[Cs+].Br[C:27]1[C:28]([OH:36])=[C:29]([C:32]([O:34][CH3:35])=[O:33])[S:30][CH:31]=1>C1C=CC([P]([Pd]([P](C2C=CC=CC=2)(C2C=CC=CC=2)C2C=CC=CC=2)([P](C2C=CC=CC=2)(C2C=CC=CC=2)C2C=CC=CC=2)[P](C2C=CC=CC=2)(C2C=CC=CC=2)C2C=CC=CC=2)(C2C=CC=CC=2)C2C=CC=CC=2)=CC=1.C(COC)OC>[OH:36][C:28]1[C:27]([C:13]2[C:11]3[O:12][C:7]([N:4]4[CH2:5][CH2:6][O:1][CH2:2][CH2:3]4)=[CH:8][C:9](=[O:19])[C:10]=3[S:15][CH:14]=2)=[CH:31][S:30][C:29]=1[C:32]([O:34][CH3:35])=[O:33] |f:1.2.3,^1:40,42,61,80|. Procedure details: A 2 mL conical microwave vial was charged with a magnetic stirring bar, 5-morpholino-7-oxo-7H-thieno[3,2-b]pyran-3-ylboronic acid (69) (57 mg, 0.16 mmol), cesium carbonate (102 mg, 0.31 mmol), methyl 4-bromo-3-hydroxythiophene-2-carboxylate (56 mg, 0.24 mmol), tetrakis(triphenylphosphine)palladium(0) (9 mg, 0.08 mmol), and dimethoxyethane (0.5 mL). The reaction mixture was magnetically stirred and heated via microwave irradiation for 15 minutes at 140° C. Upon cooling to room temperature, the re... Reactants: C1COCCN1, O=C1N(c2ccc(OC(F)(F)F)cc2)CCC12CCNCC2, O=C(Cl)OC(Cl)(Cl)Cl. Product: O=C(N1CCOCC1)N1CCC2(CC1)CCN(c1ccc(OC(F)(F)F)cc1)C2=O. Reaction SMILES: [CH2:31]1[CH2:32][O:33][CH2:34][CH2:35][NH:36]1.[F:1][C:2]([O:3][c:4]1[cH:5][cH:6][c:7]([N:10]2[C:11](=[O:20])[C:12]3([CH2:13][CH2:14]2)[CH2:15][CH2:16][NH:17][CH2:18][CH2:19]3)[cH:8][cH:9]1)([F:21])[F:22].[O:23]=[C:24]([Cl:25])[O:26][C:27]([Cl:28])([Cl:29])[Cl:30]>>[F:1][C:2]([O:3][c:4]1[cH:5][cH:6][c:7]([N:10]2[C:11](=[O:20])[C:12]3([CH2:13][CH2:14]2)[CH2:15][CH2:16][N:17]([C:24](=[O:23])[N:36]2[CH2:31][CH2:32][O:33][CH2:34][CH2:35]2)[CH2:18][CH2:19]3)[cH:8][cH:9]1)([F:21])[F:22].